From a dataset of the Open Reaction Database (ORD), a public repository of structured organic reaction records. describe an organic reaction: reactants, conditions, products, and yield Reactants: [BH4-], CCO, O=C(c1ccc(Cl)cc1)c1ccc(-n2ccnc2)nc1, [Na+], O. The product is OC(c1ccc(Cl)cc1)c1ccc(-n2ccnc2)nc1. RXN SMILES: [BH4-:21].[CH3:23][CH2:24][OH:25].[Cl:1][c:2]1[cH:3][cH:4][c:5]([C:6](=[O:7])[c:8]2[cH:9][cH:10][c:11](-[n:14]3[cH:15][n:16][cH:17][cH:18]3)[n:12][cH:13]2)[cH:19][cH:20]1.[Na+:22].[OH2:26]>>[Cl:1][c:2]1[cH:3][cH:4][c:5]([CH:6]([OH:7])[c:8]2[cH:9][cH:10][c:11](-[n:14]3[cH:15][n:16][cH:17][cH:18]3)[n:12][cH:13]2)[cH:19][cH:20]1. Reactants: N1[C@@H](CCC1=O)C(=O)OCC1=CC=CC=C1 (benzyl (L)-pyroglutamate), COCCCl (2-methoxyethyl chloride), solution, [H-] (hydride). Run in CN(C=O)C (dimethylformamide), CN(C=O)C (N,N-dimethylformamide), CN(C=O)C (N,N-dimethylformamide). Reaction conditions: temperature 70 celsius, time 1 hour. The product is COCCN1[C@@H](CCC1=O)C(=O)OCC1=CC=CC=C1 (benzyl N-(2-methoxyethyl)-(L)-pyroglutamate). Reaction SMILES: [NH:1]1[C:5](=[O:6])[CH2:4][CH2:3][C@H:2]1[C:7]([O:9][CH2:10][C:11]1[CH:16]=[CH:15][CH:14]=[CH:13][CH:12]=1)=[O:8].[H-].[CH3:18][O:19][CH2:20][CH2:21]Cl>CN(C)C=O>[CH3:18][O:19][CH2:20][CH2:21][N:1]1[C:5](=[O:6])[CH2:4][CH2:3][C@H:2]1[C:7]([O:9][CH2:10][C:11]1[CH:16]=[CH:15][CH:14]=[CH:13][CH:12]=1)=[O:8]. Procedure details: A solution of 28.5 g (0.13 mol) of benzyl (L)-pyroglutamate, prepared according to Example II(1), in 200 ml of N,N-dimethylformamide is added over 1.5 hours to a suspension of 6.24 g (0.13 mol) of solution hydride in 30 ml of N,N-dimethylformamide. The mixture is stirred for 1 hour at ordinary temperature and a solution of 14.7 g (156 mmol) of 2-methoxyethyl chloride in 100 ml of dimethylformamide is then run in. The mixture is heated at 70° C. for 5 hours and stirred at ordinary temperature for...